From a dataset of the Open Reaction Database (ORD), a public repository of structured organic reaction records. describe an organic reaction: reactants, conditions, products, and yield Starting materials: CC(C)(C)OC(=O)C1CC2(CN1)CN(c1cccc(Cl)c1)C(=O)O2, CC(C)(C)C(NC(=O)CC1CCCCC1)C(=O)O. The product is CC(C)(C)OC(=O)C1CC2(CN(c3cccc(Cl)c3)C(=O)O2)CN1C(=O)C(NC(=O)CC1CCCCC1)C(C)(C)C. Reaction SMILES: [C:1]([CH3:2])([CH3:3])([CH3:4])[O:5][C:6](=[O:7])[CH:8]1[NH:9][CH2:10][C:11]2([CH2:12][N:13]([c:17]3[cH:18][c:19]([Cl:23])[cH:20][cH:21][cH:22]3)[C:14](=[O:16])[O:15]2)[CH2:24]1.[CH:25]1([CH2:31][C:32](=[O:33])[NH:34][CH:35]([C:36](=[O:37])[OH:38])[C:39]([CH3:40])([CH3:41])[CH3:42])[CH2:26][CH2:27][CH2:28][CH2:29][CH2:30]1>>[C:1]([CH3:2])([CH3:3])([CH3:4])[O:5][C:6](=[O:7])[CH:8]1[N:9]([C:36]([CH:35]([NH:34][C:32]([CH2:31][CH:25]2[CH2:26][CH2:27][CH2:28][CH2:29][CH2:30]2)=[O:33])[C:39]([CH3:40])([CH3:41])[CH3:42])=[O:37])[CH2:10][C:11]2([CH2:12][N:13]([c:17]3[cH:18][c:19]([Cl:23])[cH:20][cH:21][cH:22]3)[C:14](=[O:16])[O:15]2)[CH2:24]1. The reactants are COC(=O)NC(=S)NC1=C(C=C(C=C1)NC(=O)OC(C)C)N (1-methoxycarbonyl-3-(2-amino-4-isopropoxycarbonylaminophenyl)thiourea), COC(=O)NC(=S)NC1=C(C=C(C=C1)CCCC)NC=O (1-methoxycarbonyl-3-(4-n-butyl-2-formamidophenyl)thiourea). Yields the product COC(=O)NC(=S)NC1=C(C=C(C=C1)NC(=O)OC(C)C)NC=O (1-methoxycarbonyl-3-(2-formamido-4-isopropoxycarbonylaminophenyl)thiourea). RXN SMILES: [CH3:1][O:2][C:3]([NH:5][C:6]([NH:8][C:9]1[CH:14]=[CH:13][C:12]([NH:15][C:16]([O:18][CH:19]([CH3:21])[CH3:20])=[O:17])=[CH:11][C:10]=1[NH2:22])=[S:7])=[O:4].[CH3:23][O:24]C(NC(NC1C=CC(CCCC)=CC=1NC=O)=S)=O>>[CH3:1][O:2][C:3]([NH:5][C:6]([NH:8][C:9]1[CH:14]=[CH:13][C:12]([NH:15][C:16]([O:18][CH:19]([CH3:20])[CH3:21])=[O:17])=[CH:11][C:10]=1[NH:22][CH:23]=[O:24])=[S:7])=[O:4]. Procedure details: By proceeding in a similar manner but substituting an equimolecular quantity of 1-methoxycarbonyl-3-(2-amino-4-isopropoxycarbonylaminophenyl)thiourea for the 1-methoxycarbonyl-3-(2-amino-4-n-butylphenyl)thiourea, there was obtained 1-methoxycarbonyl-3-(2-formamido-4-isopropoxycarbonylaminophenyl)thiourea, m.p. 194°-195° C. (with decomposition). Reactants: ClC=1SC(=CC1)CCCl (2-chloro-5-(2-chloro-ethyl)thiophene), Cl.FC1=CC=C(C=C1)C(C)(O)C1CCNCC1 (1-(4-fluorophenyl)-1-piperidin-4-yl-ethanol, hydrochloride), C(=O)(O)[O-].[Na+] (NaHCO3). Run in C(C)#N (acetonitrile). Conditions: time 8 hour. Product: ClC1=CC=C(S1)CCN1CCC(CC1)C(C)(O)C1=CC=C(C=C1)F (1-{1-[2-(5-chlorothiophen-2-yl)ethyl]piperidin-4-yl}-1-(4-fluorophenyl)ethanol). Isolated yield 72.7%. RXN SMILES: [Cl:1][C:2]1[S:3][C:4]([CH2:7][CH2:8]Cl)=[CH:5][CH:6]=1.Cl.[F:11][C:12]1[CH:17]=[CH:16][C:15]([C:18]([CH:21]2[CH2:26][CH2:25][NH:24][CH2:23][CH2:22]2)([OH:20])[CH3:19])=[CH:14][CH:13]=1.C([O-])(O)=O.[Na+]>C(#N)C>[Cl:1][C:2]1[S:3][C:4]([CH2:7][CH2:8][N:24]2[CH2:25][CH2:26][CH:21]([C:18]([C:15]3[CH:14]=[CH:13][C:12]([F:11])=[CH:17][CH:16]=3)([OH:20])[CH3:19])[CH2:22][CH2:23]2)=[CH:5][CH:6]=1 |f:1.2,3.4|. Procedure details: A solution of 0.88 g of 2-chloro-5-(2-chloro-ethyl)thiophene in 10 ml of acetonitrile is treated with 1.3 g of 1-(4-fluorophenyl)-1-piperidin-4-yl-ethanol, hydrochloride and 0.82 g of NaHCO3 and stirred at 80° for 8 hours. After customary working-up, 1.3 g of 1-{1-[2-(5-chlorothiophen-2-yl)ethyl]piperidin-4-yl}-1-(4-fluorophenyl)ethanol are obtained. The residue is dissolved in acetone, treated with ether/HCl and the hydrochloride, m.p. 210-211°, is obtained after crystallization. Reactants: CCCOCC(=O)OCC, C[Si](C)(C)CCOCn1ccc2cc(C=O)ccc21, CC(C)[N-]C(C)C, [Li+], C1CCOC1. Yields the product CCCOC(C(=O)OCC)C(O)c1ccc2c(ccn2COCC[Si](C)(C)C)c1. RXN SMILES: [CH2:9]([CH3:10])[O:11][C:12]([CH2:13][O:14][CH2:15][CH2:16][CH3:17])=[O:18].[CH3:19][Si:20]([CH2:21][CH2:22][O:23][CH2:24][n:25]1[cH:26][cH:27][c:28]2[cH:29][c:30]([CH:34]=[O:35])[cH:31][cH:32][c:33]12)([CH3:36])[CH3:37].[CH:1]([N-:2][CH:3]([CH3:4])[CH3:5])([CH3:6])[CH3:7].[Li+:8].[O:38]1[CH2:39][CH2:40][CH2:41][CH2:42]1>>[CH2:9]([CH3:10])[O:11][C:12]([CH:13]([O:14][CH2:15][CH2:16][CH3:17])[CH:34]([c:30]1[cH:29][c:28]2[cH:27][cH:26][n:25]([CH2:24][O:23][CH2:22][CH2:21][Si:20]([CH3:19])([CH3:36])[CH3:37])[c:33]2[cH:32][cH:31]1)[OH:35])=[O:18].